From a dataset of the Open Reaction Database (ORD), a public repository of structured organic reaction records. describe an organic reaction: reactants, conditions, products, and yield Starting materials: CO, COc1cc2c(cc1OC)C(C(CO)CO)=NCC2. Yields the product COc1cc2c(cc1OC)C(C(CO)CO)NCC2. Reaction SMILES: [CH3:20][OH:21].[OH:1][CH2:2][CH:3]([C:4]1=[N:5][CH2:6][CH2:7][c:8]2[cH:9][c:10]([O:16][CH3:17])[c:11]([O:14][CH3:15])[cH:12][c:13]21)[CH2:18][OH:19]>>[OH:1][CH2:2][CH:3]([CH:4]1[NH:5][CH2:6][CH2:7][c:8]2[cH:9][c:10]([O:16][CH3:17])[c:11]([O:14][CH3:15])[cH:12][c:13]21)[CH2:18][OH:19]. Starting materials: C1(CCCC1)N1C(=CC2=C1N=C(N=C2)NC2=NC=C(C=C2)N2C[C@H]1CC[C@@H](CC2=O)N1)C(=O)N(C)C (7-cyclopentyl-N,N-dimethyl-2-(5-((1R,6S)-4-oxo-3,9-diazabicyclo[4.2.1]nonan-3-yl)pyridin-2-ylamino)-7H-pyrrolo[2,3-d]pyrimidine-6-carboxamide), C=O (formaldehyde). Product: C1(CCCC1)N1C(=CC2=C1N=C(N=C2)NC2=NC=C(C=C2)N2C[C@H]1CC[C@@H](CC2=O)N1C)C(=O)N(C)C (7-cyclopentyl-N,N-dimethyl-2-(5-((1R,6S)-9-methyl-4-oxo-3,9-diazabicyclo[4.2.1]nonan-3-yl)pyridin-2-ylamino)-7H-pyrrolo[2,3-d]pyrimidine-6-carboxamide). The yield is 97.3%. As a reaction SMILES: [CH:1]1([N:6]2[C:10]3[N:11]=[C:12]([NH:15][C:16]4[CH:21]=[CH:20][C:19]([N:22]5[C:29](=[O:30])[CH2:28][C@H:27]6[NH:31][C@H:24]([CH2:25][CH2:26]6)[CH2:23]5)=[CH:18][N:17]=4)[N:13]=[CH:14][C:9]=3[CH:8]=[C:7]2[C:32]([N:34]([CH3:36])[CH3:35])=[O:33])[CH2:5][CH2:4][CH2:3][CH2:2]1.[CH2:37]=O>>[CH:1]1([N:6]2[C:10]3[N:11]=[C:12]([NH:15][C:16]4[CH:21]=[CH:20][C:19]([N:22]5[C:29](=[O:30])[CH2:28][C@H:27]6[N:31]([CH3:37])[C@H:24]([CH2:25][CH2:26]6)[CH2:23]5)=[CH:18][N:17]=4)[N:13]=[CH:14][C:9]=3[CH:8]=[C:7]2[C:32]([N:34]([CH3:36])[CH3:35])=[O:33])[CH2:2][CH2:3][CH2:4][CH2:5]1. Procedure: Following general reductive alkylation method 1, 7-cyclopentyl-N,N-dimethyl-2-(5-((1R,6S)-4-oxo-3,9-diazabicyclo[4.2.1]nonan-3-yl)pyridin-2-ylamino)-7H-pyrrolo[2,3-d]pyrimidine-6-carboxamide (90 mg, 0.184 mmol) was combined with formaldehyde (37% solution in water, 0.041 ml, 1.474 mmol) which after silica gel chromatography gave 7-cyclopentyl-N,N-dimethyl-2-(5-((1R,6S)-9-methyl-4-oxo-3,9-diazabicyclo[4.2.1]nonan-3-yl)pyridin-2-ylamino)-7H-pyrrolo[2,3-d]pyrimidine-6-carboxamide (90 mg) in 97% yie... Starting materials: CC(=O)Oc1cc(OC(C)=O)cc(C(=O)O)c1, O=S(Cl)Cl, c1ccccc1. Yields the product CC(=O)Oc1cc(OC(C)=O)cc(C(=O)Cl)c1. As a reaction SMILES: [C:1]([CH3:2])(=[O:3])[O:4][c:5]1[cH:6][c:7]([C:8](=[O:9])[OH:10])[cH:11][c:12]([O:14][C:15]([CH3:16])=[O:17])[cH:13]1.[S:18]([Cl:19])([Cl:20])=[O:21].[cH:22]1[cH:23][cH:24][cH:25][cH:26][cH:27]1>>[C:1]([CH3:2])(=[O:3])[O:4][c:5]1[cH:6][c:7]([C:8](=[O:9])[Cl:20])[cH:11][c:12]([O:14][C:15]([CH3:16])=[O:17])[cH:13]1. Starting materials: CC1=CC=C(C(=N1)N1CCC(CC1)=CC#C)[N+](=O)[O-] (6-Methyl-3-Nitro-2-(4-prop-2-ynylidenepiperidin-1-yl)pyridine), O.[F-].C(CCC)[N+](CCCC)(CCCC)CCCC (tetrabutylammonium fluoride monohydrate), C[Si](C#CC=C1CCNCC1)(C)C (4-(3-Trimethylsilylprop-2-ynylidene)piperidine), BrC=1C=C(C=CC1)CC(C)=O (3-bromophenylacetone). The product is CC1=CC=C(C(=N1)N1CCC(CC1)=CC#CC1(CC=CC=C1)CC(C)=O)[N+](=O)[O-] ((1-{3-[1-(6-Methyl-3-nitropyridin-2-yl)piperidin-4-ylidene]prop-1-ynyl}phenyl)acetone). The yield is 41.0%. As a reaction SMILES: [CH3:1][C:2]1[N:7]=[C:6]([N:8]2[CH2:13][CH2:12][C:11](=[CH:14][C:15]#[CH:16])[CH2:10][CH2:9]2)[C:5]([N+:17]([O-:19])=[O:18])=[CH:4][CH:3]=1.C[Si](C)(C)C#CC=C1CCNCC1.Br[C:34]1[CH:35]=[C:36]([CH2:40][C:41](=[O:43])[CH3:42])[CH:37]=[CH:38][CH:39]=1.O.[F-].C([N+](CCCC)(CCCC)CCCC)CCC>>[CH3:1][C:2]1[N:7]=[C:6]([N:8]2[CH2:13][CH2:12][C:11](=[CH:14][C:15]#[C:16][C:36]3([CH2:40][C:41](=[O:43])[CH3:42])[CH:35]=[CH:34][CH:39]=[CH:38][CH2:37]3)[CH2:10][CH2:9]2)[C:5]([N+:17]([O-:19])=[O:18])=[CH:4][CH:3]=1 |f:3.4.5|. Procedure details: The title Compound was prepared from Compound 274c following the procedure described for the compound of Example 274 using 3-bromophenylacetone instead of 1-bromo-3,5-difluorobenzene and adding 1 molar equivalent of tetrabutylammonium fluoride monohydrate to the starting reaction mixture. After the work-up, the residue was purified by automated flash liquid chromatography (SP1™-Biotage) eluting with PE-EtOAc gradient from 9:1 to 7:3 affording the title product. Orange oil. Yield: 41%. Starting materials: C(#N)C=1C=CC(=NC1)C1(CCN(CC1)C(=O)OC(C)(C)C)F (tert-butyl 4-(5-cyanopyridin-2-yl)-4-fluoropiperidine-1-carboxylate), C(#N)C=1C=CC(=NC1)C1(CCN(CC1)C(=O)OC(C)(C)C)F (tert-butyl 4-(5-cyanopyridin-2-yl)-4-fluoropiperidine-1-carboxylate), C(=O)(C(F)(F)F)O (TFA). Run in ClCCl (dichloromethane). Run at temperature 25 celsius, time 1 hour. The product is FC(C(=O)O)(F)F.FC1(CCNCC1)C1=NC=C(C#N)C=C1 (6-(4-Fluoropiperidin-4-yl)nicotinonitrile trifluoroacetate). Isolated yield 50.4%. Reaction SMILES: [C:1]([C:3]1[CH:4]=[CH:5][C:6]([C:9]2([F:22])[CH2:14][CH2:13][N:12](C(OC(C)(C)C)=O)[CH2:11][CH2:10]2)=[N:7][CH:8]=1)#[N:2].[C:23]([OH:29])([C:25]([F:28])([F:27])[F:26])=[O:24]>ClCCl>[F:26][C:25]([F:28])([F:27])[C:23]([OH:29])=[O:24].[F:22][C:9]1([C:6]2[CH:5]=[CH:4][C:3]([C:1]#[N:2])=[CH:8][N:7]=2)[CH2:14][CH2:13][NH:12][CH2:11][CH2:10]1 |f:3.4|. Reported procedure: To a stirred solution of tert-butyl 4-(5-cyanopyridin-2-yl)-4-fluoropiperidine-1-carboxylate (compound 26.3, 1 g, 3.11 mmol, 1.00 equiv, 95%) in dichloromethane (20 mL) was added dropwise TFA (3.75 g, 32.89 mmol, 10.57 equiv). After stirring for 1 h at 25° C., the mixture was concentrated under reduced pressure to yield 0.5 g of the title compound as a brown oil. Reactants: C[Al](C)C (trimethyl aluminium), [NH4+].[Cl-] (NH4Cl), ClC1=C(C=CC=C1Cl)CC#N ((2,3-dichlorophenyl)-acetonitrile). Run in C1(=CC=CC=C1)C (toluene), C1(=CC=CC=C1)C (toluene). Run at time 2 hour. Product: Cl.ClC1=C(C=CC=C1Cl)CC(=N)N (2-(2,3-dichlorophenyl)-acetamidine hydrochloride salt). Isolated yield 156.2%. RXN SMILES: [NH4+:1].[Cl-].C[Al](C)C.[Cl:7][C:8]1[C:13]([Cl:14])=[CH:12][CH:11]=[CH:10][C:9]=1[CH2:15][C:16]#[N:17]>C1(C)C=CC=CC=1>[ClH:7].[Cl:7][C:8]1[C:13]([Cl:14])=[CH:12][CH:11]=[CH:10][C:9]=1[CH2:15][C:16]([NH2:1])=[NH:17] |f:0.1,5.6|. Reported procedure: To a stirred suspension of NH4Cl (4.29 g, 80.21 mmol) in dry toluene (120 mL) was added trimethyl aluminium (2M in toluene, 41 mL, 80.21 mmol) at 5° C. The mixture was then warmed to room temperature and stirred for 2 h. A solution of (2,3-dichlorophenyl)-acetonitrile (128) (5 g, 26.73 mmol) in toluene (25 mL) was added to the mixture and stirred for 14 h at 80° C. After completion of the reaction, it was quenched with a suspension of silica gel in chloroform and the reaction mixture was stirred... The reactants are O1C(CCC1=O)=O (Dihydrofuran-2,5-dione), OC1=CC=C(C=C1)N1C2(CCC2)C(N(C1=S)C=1C=C(C(=NC1)C#N)C)=O (5-(5-(4-hydroxyphenyl)-8-oxo-6-thioxo-5,7-diazaspiro[3.4]octan-7-yl)-3-methylpicolinonitrile), C([O-])([O-])=O.[K+].[K+] (potassium carbonate). Solvent: CN(C)C=O (DMF), CN(C)C=O (DMF). Run at temperature 85 celsius. The product is OCCOC1=CC=C(C=C1)N1C2(CCC2)C(N(C1=S)C=1C=C(C(=NC1)C#N)C)=O (5-(5-(4-(2-hydroxyethoxy)phenyl)-8-oxo-6-thioxo-5,7-diazaspiro[3.4]octan-7-yl)-3-methylpicolinonitrile). Yield: 70.8%. RXN SMILES: [O:1]1C(=O)C[CH2:3][C:2]1=O.[OH:8][C:9]1[CH:14]=[CH:13][C:12]([N:15]2[C:22](=[S:23])[N:21]([C:24]3[CH:25]=[C:26]([CH3:32])[C:27]([C:30]#[N:31])=[N:28][CH:29]=3)[C:20](=[O:33])[C:16]32[CH2:19][CH2:18][CH2:17]3)=[CH:11][CH:10]=1.C(=O)([O-])[O-].[K+].[K+]>CN(C=O)C>[OH:1][CH2:2][CH2:3][O:8][C:9]1[CH:10]=[CH:11][C:12]([N:15]2[C:22](=[S:23])[N:21]([C:24]3[CH:25]=[C:26]([CH3:32])[C:27]([C:30]#[N:31])=[N:28][CH:29]=3)[C:20](=[O:33])[C:16]32[CH2:19][CH2:18][CH2:17]3)=[CH:13][CH:14]=1 |f:2.3.4|. Reported procedure: Dihydrofuran-2,5-dione (604 mg, 6.87 mmol) in DMF (5 mL) was added to a mixture of 5-(5-(4-hydroxyphenyl)-8-oxo-6-thioxo-5,7-diazaspiro[3.4]octan-7-yl)-3-methylpicolinonitrile (500 mg, 1.37 mmol) and potassium carbonate (378 mg, 2.74 mmol) in DMF (10 mL) and the resulting mixture was heated to 85° C. overnight. The mixture was cooled to room temperature and partitioned between water and EtOAc. The aqueous was extracted further with EtOAc (2×) and the combined organics were washed with water, the... Reactants: CC1=C(OCCCC(=O)OCC)C=CC=C1C (ethyl 4-(2,3-dimethylphenoxy)butanoate), [Li+].[OH-] (LiOH), Cl (HCl). Run in O1CCOCC1 (dioxane). Run at temperature 60 celsius. Yields the product CC1=C(OCCCC(=O)O)C=CC=C1C (4-(2,3-Dimethylphenoxy)butanoic acid). Yield: 102.2%. RXN SMILES: [CH3:1][C:2]1[C:16]([CH3:17])=[CH:15][CH:14]=[CH:13][C:3]=1[O:4][CH2:5][CH2:6][CH2:7][C:8]([O:10]CC)=[O:9].[Li+].[OH-].Cl>O1CCOCC1>[CH3:1][C:2]1[C:16]([CH3:17])=[CH:15][CH:14]=[CH:13][C:3]=1[O:4][CH2:5][CH2:6][CH2:7][C:8]([OH:10])=[O:9] |f:1.2|. Procedure: A mixture of ethyl 4-(2,3-dimethylphenoxy)butanoate (22.28 g, 94 mmol), 4 N LiOH (94 mL, 377 mmol) in dioxane (50 mL) was heated at 60° C. for 4 h. After cooling to room temperature, the mixture was adjusted to pH 2-3 with 3 N HCl, and extracted with EtOAc (2×10 mL). The combined organic phases were washed with brine, dried over anhydrous Na2SO4, filtered, and concentrated to afford the title compound (20 g, 100% yield). LCMS, [M−H]+=207.1. 1H NMR (400 MHz, CDCl3) δ 7.02 (dd, J=8.2, 7.5 Hz, 1H),... Starting materials: ClCCCl, CN1CCNCC1, CCOC(C)=O, Cc1cc(C=O)[nH]c1C(=O)O, CN(C)C=O, On1nnc2ccccc21. The product is Cc1cc(C=O)[nH]c1C(=O)N1CCN(C)CC1. As a reaction SMILES: [CH2:22]([Cl:23])[CH2:24][Cl:25].[CH3:26][N:27]1[CH2:28][CH2:29][NH:30][CH2:31][CH2:32]1.[CH3:38][CH2:39][O:40][C:41](=[O:42])[CH3:43].[CH:1](=[O:2])[c:3]1[cH:4][c:5]([CH3:11])[c:6]([C:8](=[O:9])[OH:10])[nH:7]1.[O:33]=[CH:34][N:35]([CH3:36])[CH3:37].[OH:12][n:13]1[c:14]2[c:15]([cH:16][cH:17][cH:18][cH:19]2)[n:20][n:21]1>>[CH:1](=[O:2])[c:3]1[cH:4][c:5]([CH3:11])[c:6]([C:8](=[O:10])[N:30]2[CH2:29][CH2:28][N:27]([CH3:26])[CH2:32][CH2:31]2)[nH:7]1.